From a dataset of the Open Reaction Database (ORD), a public repository of structured organic reaction records. describe an organic reaction: reactants, conditions, products, and yield Starting materials: Cl.NC1=NC(=NC2=CC(=C(C=C12)OC)OC)N1CCNCC1 (4-amino-6,7-dimethoxy-2-(1-piperazinyl)quinazoline hydrochloride), ClC1=NC2=C(N1)C=CC=C2 (2-chloro-1H-benzimidazole). Solvent: C(CCC)O (butanol), C(C)N(CC)CC (triethylamine). Conditions: time 15 minute. Yields the product N1C(=NC2=C1C=CC=C2)N2CCN(CC2)C2=NC1=CC(=C(C=C1C(=N2)N)OC)OC (2-[4-(1H-2-Benzimidazolyl)-1-piperazinyl]-6,7-dimethoxy-4-quinazolinamine). Isolated yield 54.7%. RXN SMILES: Cl.[NH2:2][C:3]1[C:12]2[C:7](=[CH:8][C:9]([O:15][CH3:16])=[C:10]([O:13][CH3:14])[CH:11]=2)[N:6]=[C:5]([N:17]2[CH2:22][CH2:21][NH:20][CH2:19][CH2:18]2)[N:4]=1.Cl[C:24]1[NH:28][C:27]2[CH:29]=[CH:30][CH:31]=[CH:32][C:26]=2[N:25]=1>C(O)CCC.C(N(CC)CC)C>[NH:25]1[C:26]2[CH:32]=[CH:31][CH:30]=[CH:29][C:27]=2[N:28]=[C:24]1[N:20]1[CH2:21][CH2:22][N:17]([C:5]2[N:4]=[C:3]([NH2:2])[C:12]3[C:7](=[CH:8][C:9]([O:15][CH3:16])=[C:10]([O:13][CH3:14])[CH:11]=3)[N:6]=2)[CH2:18][CH2:19]1 |f:0.1|. Procedure details: To 5.14 g of 4-amino-6,7-dimethoxy-2-(1-piperazinyl)quinazoline hydrochloride in 100 ml butanol, 11 ml of triethylamine was added. The mixture was stirred for 15 min and 2.65 g of 2-chloro-1H-benzimidazole was added. The mixture was refluxed for 18 hr and evaporated. Water was added to the residue and the residue was extracted with ethyl acetate. The ethyl acetate extract was washed with water, dried over sodium sulfate and evaporated. The residue was crystallized from methanol to give 3.5 g of ... Reactants: CC1(C)OC2C(c3nnc(C(C)(C)C)o3)OC(n3cnc4c(Cl)ncnc43)C2O1, O=C([O-])[O-], CC(=O)O, Cc1ccccc1, [Ca+2], Nc1ccc(Cl)cc1F. The product is CC1(C)OC2C(c3nnc(C(C)(C)C)o3)OC(n3cnc4c(Nc5ccc(Cl)cc5F)ncnc43)C2O1. RXN SMILES: [C:1]([CH3:2])([CH3:3])([CH3:4])[c:5]1[n:6][n:7][c:8]([CH:10]2[O:11][CH:12]([n:20]3[c:21]4[n:22][cH:23][n:24][c:25]([Cl:29])[c:26]4[n:27][cH:28]3)[CH:13]3[CH:14]2[O:15][C:16]([CH3:18])([CH3:19])[O:17]3)[o:9]1.[C:30](=[O:31])([O-:32])[O-:33].[CH3:35][C:36](=[O:37])[OH:38].[CH3:48][c:49]1[cH:50][cH:51][cH:52][cH:53][cH:54]1.[Ca+2:34].[Cl:39][c:40]1[cH:41][c:42]([F:47])[c:43]([NH2:44])[cH:45][cH:46]1>>[C:1]([CH3:2])([CH3:3])([CH3:4])[c:5]1[n:6][n:7][c:8]([CH:10]2[O:11][CH:12]([n:20]3[c:21]4[n:22][cH:23][n:24][c:25]([NH:44][c:43]5[c:42]([F:47])[cH:41][c:40]([Cl:39])[cH:46][cH:45]5)[c:26]4[n:27][cH:28]3)[CH:13]3[CH:14]2[O:15][C:16]([CH3:18])([CH3:19])[O:17]3)[o:9]1. Starting materials: CS(=O)(=O)C1=CC=C(C=C1)C=1C=2N(C=CC1)N=C(N2)N (8-(4-methanesulfonyl-phenyl)-[1,2,4]triazolo[1,5-a]pyridin-2-ylamine), BrC1=CC=C(C=C1)N1CCCCC1 (1-(4-bromo-phenyl)-piperidine). Product: CS(=O)(=O)C1=CC=C(C=C1)C=1C=2N(C=CC1)N=C(N2)NC2=CC=C(C=C2)N2CCCCC2 ([8-(4-Methanesulfonyl-phenyl)-[1,2,4]triazolo[1,5-a]pyridin-2-yl]-(4-piperidin-1-yl-phenyl)-amine), solid. The yield is 25.0%. Reaction SMILES: [CH3:1][S:2]([C:5]1[CH:10]=[CH:9][C:8]([C:11]2[C:12]3[N:13]([N:17]=[C:18]([NH2:20])[N:19]=3)[CH:14]=[CH:15][CH:16]=2)=[CH:7][CH:6]=1)(=[O:4])=[O:3].Br[C:22]1[CH:27]=[CH:26][C:25]([N:28]2[CH2:33][CH2:32][CH2:31][CH2:30][CH2:29]2)=[CH:24][CH:23]=1>>[CH3:1][S:2]([C:5]1[CH:10]=[CH:9][C:8]([C:11]2[C:12]3[N:13]([N:17]=[C:18]([NH:20][C:22]4[CH:23]=[CH:24][C:25]([N:28]5[CH2:29][CH2:30][CH2:31][CH2:32][CH2:33]5)=[CH:26][CH:27]=4)[N:19]=3)[CH:14]=[CH:15][CH:16]=2)=[CH:7][CH:6]=1)(=[O:3])=[O:4]. Reported procedure: [8-(4-Methanesulfonyl-phenyl)-[1,2,4]triazolo[1,5-a]pyridin-2-yl]-(4-piperidin-1-yl-phenyl)-amine was prepared from 8-(4-methanesulfonyl-phenyl)-[1,2,4]triazolo[1,5-a]pyridin-2-ylamine (100.0 mg, 0.3468 mmol) and 1-(4-bromo-phenyl)-piperidine (110.0 mg, 0.4581 mmol) in a manner analogous to Step 2d. The title compound was isolated as a yellow solid (0.039 g, 25%). MP=229-234° C. 1H NMR (400 MHz, CDCl3, δ, ppm): Reaction SMILES: [C:1]1([C:7]2[O:8][C:9]3[CH:18]=[CH:17][C:16]([CH3:19])=[CH:15][C:10]=3[C:11]=2[C:12](=[O:14])[CH3:13])[CH:6]=[CH:5][CH:4]=[CH:3][CH:2]=1.[CH2:20]=O.Cl.[CH3:23][NH:24][CH3:25].Cl>C(O)(C)C.C(O)C>[C:1]1([C:7]2[O:8][C:9]3[CH:18]=[CH:17][C:16]([CH3:19])=[CH:15][C:10]=3[C:11]=2[C:12](=[O:14])[CH2:13][CH2:23][N:24]([CH3:20])[CH3:25])[CH:6]=[CH:5][CH:4]=[CH:3][CH:2]=1 |f:2.3|. The product is C1(=CC=CC=C1)C=1OC2=C(C1C(CCN(C)C)=O)C=C(C=C2)C (2-Phenyl- 3-[3-(dimethylamino)propionyl] -5-methylbenzofuran). Reported procedure: A suspension in 60 milliliters of isopropanol of 21.3 grams of the 2-phenyl-3-acetyl-5-methylbenzofuran that was thus prepared, 3.9 grams of paraformaldehyde, 10.4 grams of dimethylamine hydrochloride, and 8 milliliters of a saturated solution of hydrogen chloride in ethanol was heated under reflux for a period of 8 hours, after which the solvent was evaporated therefrom under vacuum and the remaining residue was treated with 20 milliliters of a 10% aqueous hydrochloric acid solution. The undiss... Solvent: C(C)(C)O (isopropanol), C(C)O (ethanol). Reactants: C1(=CC=CC=C1)C=1OC2=C(C1C(C)=O)C=C(C=C2)C (2-phenyl-3-acetyl-5-methylbenzofuran), C=O (paraformaldehyde), Cl.CNC (dimethylamine hydrochloride), saturated solution, Cl (hydrogen chloride). Run at temperature 75 celsius. RXN SMILES: [F:1][C:2]([F:21])([F:20])[C:3]1[CH:4]=[C:5]([C:13]2[O:17][N:16]=[C:15]([CH2:18]O)[CH:14]=2)[CH:6]=[C:7]([C:9]([F:12])([F:11])[F:10])[CH:8]=1.C1(P(C2C=CC=CC=2)C2C=CC=CC=2)C=CC=CC=1.C(Cl)(Cl)(Cl)[Cl:42]>>[Cl:42][CH2:18][C:15]1[CH:14]=[C:13]([C:5]2[CH:4]=[C:3]([C:2]([F:21])([F:20])[F:1])[CH:8]=[C:7]([C:9]([F:12])([F:11])[F:10])[CH:6]=2)[O:17][N:16]=1. Product: ClCC1=NOC(=C1)C1=CC(=CC(=C1)C(F)(F)F)C(F)(F)F (3-(Chloromethyl)-5-[3,5-bis(trifluoromethyl)phenyl]isoxazole). The reactants are FC(C=1C=C(C=C(C1)C(F)(F)F)C1=CC(=NO1)CO)(F)F ({5-[3,5-bis(trifluoromethyl)phenyl]-3-isoxazolyl}methanol), C1(=CC=CC=C1)P(C1=CC=CC=C1)C1=CC=CC=C1 (triphenylphosphine), C(Cl)(Cl)(Cl)Cl (carbon tetrachloride). Procedure details: To a solution of {5-[3,5-bis(trifluoromethyl)phenyl]-3-isoxazolyl}methanol (Example 323B) (0.100 g, 0.32 mmol) in dry carbon tetrachloride (15 mL) was added PS-triphenylphosphine (0.292 g, 2.2 mmol/g, 0.64 mmol). The reaction was heated at 75° C. overnight. The resin was filtered and washed with carbon tetrachloride. Concentration in vacuo afforded the title compound, which was used for the next step without further purification. Starting materials: O=CN1CCNCC1, CSc1ncnc2c(N3CCS(=O)CC3)nc(Cl)nc12. Product: CSc1ncnc2c(N3CCS(=O)CC3)nc(N3CCN(C=O)CC3)nc12. As a reaction SMILES: [CH:21](=[O:22])[N:23]1[CH2:24][CH2:25][NH:26][CH2:27][CH2:28]1.[Cl:1][c:2]1[n:3][c:4]([N:14]2[CH2:15][CH2:16][S:17](=[O:20])[CH2:18][CH2:19]2)[c:5]2[c:6]([n:7]1)[c:8]([S:12][CH3:13])[n:9][cH:10][n:11]2>>[c:2]1([N:26]2[CH2:25][CH2:24][N:23]([CH:21]=[O:22])[CH2:28][CH2:27]2)[n:3][c:4]([N:14]2[CH2:15][CH2:16][S:17](=[O:20])[CH2:18][CH2:19]2)[c:5]2[c:6]([n:7]1)[c:8]([S:12][CH3:13])[n:9][cH:10][n:11]2. Solvent: C(OC)COC (dimethoxyethane), CCOCC (ether). Reported procedure: A mixture of 12.6 g of 2-thienylaminoacetic acid, 300 ml of dimethoxyethane, 15 ml of sulphuric acid and 100 ml of isobutene is stirred at room temperature in an autoclave for 5 h and poured into a mixture composed of 800 ml of ether and 800 ml of 1N sodium hydroxide solution. The ethereal phase is separated off, and the aqueous phase is extracted twice more by shaking with 200 ml of ether each time. After drying of the ether phases over MgSO4 and evaporation of the solvent there remains a yello... Conditions: time 5 hour. Product: S1C(=CC=C1)NCC(=O)OC(C)(C)C (tert.-Butyl 2-thienylaminoacetate). Reactants: S1C(=CC=C1)NCC(=O)O (2-thienylaminoacetic acid), S(O)(O)(=O)=O (sulphuric acid), C=C(C)C (isobutene), [OH-].[Na+] (sodium hydroxide). Reaction SMILES: [S:1]1[CH:5]=[CH:4][CH:3]=[C:2]1[NH:6][CH2:7][C:8]([OH:10])=[O:9].S(=O)(=O)(O)O.[CH2:16]=[C:17]([CH3:19])[CH3:18].[OH-].[Na+]>CCOCC.C(COC)OC>[S:1]1[CH:5]=[CH:4][CH:3]=[C:2]1[NH:6][CH2:7][C:8]([O:10][C:17]([CH3:19])([CH3:18])[CH3:16])=[O:9] |f:3.4|.